Dataset: the Open Reaction Database (ORD), a public repository of structured organic reaction records. Task: describe an organic reaction: reactants, conditions, products, and yield Starting materials: CCCC[N+](CCCC)(CCCC)CCCC, CCOC(C)=O, O=C(NCCC1CC1)c1ccc(Cl)nn1, Fc1ccc(N2CCNCC2)cc1, [I-], C1CCC2=NCCCN2CC1, CN(C)C=O. Yields the product O=C(NCCC1CC1)c1ccc(N2CCN(c3ccc(F)cc3)CC2)nn1. Reaction SMILES: [CH2:46]([N+:47]([CH2:48][CH2:49][CH2:50][CH3:51])([CH2:52][CH2:53][CH2:54][CH3:55])[CH2:56][CH2:57][CH2:58][CH3:59])[CH2:60][CH2:61][CH3:62].[CH3:63][CH2:64][O:65][C:66](=[O:67])[CH3:68].[CH:1]1([CH2:4][CH2:5][NH:6][C:7](=[O:8])[c:9]2[n:10][n:11][c:12]([Cl:15])[cH:13][cH:14]2)[CH2:2][CH2:3]1.[F:16][c:17]1[cH:18][cH:19][c:20]([N:23]2[CH2:24][CH2:25][NH:26][CH2:27][CH2:28]2)[cH:21][cH:22]1.[I-:45].[N:29]12[CH2:30][CH2:31][CH2:32][N:33]=[C:34]1[CH2:35][CH2:36][CH2:37][CH2:38][CH2:39]2.[O:40]=[CH:41][N:42]([CH3:43])[CH3:44]>>[CH:1]1([CH2:4][CH2:5][NH:6][C:7](=[O:8])[c:9]2[n:10][n:11][c:12]([N:26]3[CH2:25][CH2:24][N:23]([c:20]4[cH:19][cH:18][c:17]([F:16])[cH:22][cH:21]4)[CH2:28][CH2:27]3)[cH:13][cH:14]2)[CH2:2][CH2:3]1. Starting materials: C(C1=CC=CC=C1)=C(C(=O)OC)C(=O)OC (dimethyl benzylidenemalonate), C(C)OC(C=C(CCC)N)=O (ethyl-3-amino-hex-2-en-oate), [O-]CC.[Na+] (sodium ethoxide). Product: C(C)OC(=O)C=1C(C(C(NC1CCC)=O)C(=O)OC)C1=CC=CC=C1 (5-Ethoxycarbonyl-3-methoxycarbonyl-2-oxo-4-phenyl-6-propyl-1,2,3,4-tetrahydropyridine). Reaction SMILES: [CH:1](=[C:8]([C:13]([O:15]C)=O)[C:9]([O:11][CH3:12])=[O:10])[C:2]1[CH:7]=[CH:6][CH:5]=[CH:4][CH:3]=1.[CH2:17]([O:19][C:20](=[O:27])[CH:21]=[C:22]([NH2:26])[CH2:23][CH2:24][CH3:25])[CH3:18].[O-]CC.[Na+]>>[CH2:17]([O:19][C:20]([C:21]1[CH:1]([C:2]2[CH:3]=[CH:4][CH:5]=[CH:6][CH:7]=2)[CH:8]([C:9]([O:11][CH3:12])=[O:10])[C:13](=[O:15])[NH:26][C:22]=1[CH2:23][CH2:24][CH3:25])=[O:27])[CH3:18] |f:2.3|. Reported procedure: 26.2 g (0.128 mol) of dimethyl benzylidenemalonate and 20.1 g (0.128 mol) of ethyl-3-amino-hex-2-en-oate are stirred at 140° C. for 3 days with a spatula tip full of sodium ethoxide. The mixture is chromatographed on silica gel using methylene chloride and crystallised from petroleum ether. Starting materials: CC1=CC=2C3=C(N(C2C=C1)CC(O)C=1N(C=CN1)C(C1=CC=CC=C1)(C1=CC=CC=C1)C1=CC=CC=C1)CCN1CCCC13 (2-(10-methyl-2,3,5,6-tetrahydro-1H-indolizino[7,8-b]indol-7(11cH)-yl)-1-(1-trityl-1H-imidazol-2-yl)ethanol). Run in CO (MeOH), Cl (HCl). Conditions: time 2 hour. The product is N1C(=NC=C1)C(CN1C2=C(C=3C=C(C=CC13)C)C1CCCN1CC2)O (1-(1H-imidazol-2-yl)-2-(10-methyl-2,3,5,6-tetrahydro-1H-indolizino[7,8-b]indol-7(11cH)-yl)ethanol). Isolated yield 4.9%. As a reaction SMILES: [CH3:1][C:2]1[CH:10]=[CH:9][C:8]2[N:7]([CH2:11][CH:12]([C:14]3[N:15](C(C4C=CC=CC=4)(C4C=CC=CC=4)C4C=CC=CC=4)[CH:16]=[CH:17][N:18]=3)[OH:13])[C:6]3[CH2:38][CH2:39][N:40]4[CH:44]([C:5]=3[C:4]=2[CH:3]=1)[CH2:43][CH2:42][CH2:41]4>CO.Cl>[NH:15]1[CH:16]=[CH:17][N:18]=[C:14]1[CH:12]([OH:13])[CH2:11][N:7]1[C:8]2[CH:9]=[CH:10][C:2]([CH3:1])=[CH:3][C:4]=2[C:5]2[CH:44]3[N:40]([CH2:39][CH2:38][C:6]1=2)[CH2:41][CH2:42][CH2:43]3. Procedure details: A suspension of 2-(10-methyl-2,3,5,6-tetrahydro-1H-indolizino[7,8-b]indol-7(11cH)-yl)-1-(1-trityl-1H-imidazol-2-yl)ethanol (0.4 g, 0.69 mmol) in MeOH (10 mL), 1N HCl (1 mL) was added and the reaction mixture was stirred at RT for 2 h. The reaction mixture concentrated under vacuum to obtain the crude product that was basified with satd. sodium bicarbonate solution and extracted with EtOAc (50 mL). The organic layer was dried over anhydrous sodium sulfate, and concentrated under vacuum to obtain ... Reactants: ice water, OC=1C(=C(C(=O)OCC)C=CC1O)[N+](=O)[O-] (ethyl 3,4-dihydroxy-2-nitrobenzoate), BrCCBr (1,2-dibromoethane), C([O-])([O-])=O.[K+].[K+] (potassium carbonate). The solvent is CN(C)C=O (DMF). Conditions: temperature 80 celsius, time 8 hour. Yields the product [N+](=O)([O-])C1=C(C=CC=2OCCOC21)C(=O)OCC (ethyl 5-nitro-2,3-dihydrobenzo[b][1,4]dioxine-6-carboxylate). Yield: 77.5%. Reaction SMILES: [OH:1][C:2]1[C:3]([N+:14]([O-:16])=[O:15])=[C:4]([CH:10]=[CH:11][C:12]=1[OH:13])[C:5]([O:7][CH2:8][CH3:9])=[O:6].Br[CH2:18][CH2:19]Br.C(=O)([O-])[O-].[K+].[K+]>CN(C=O)C>[N+:14]([C:3]1[C:2]2[O:1][CH2:19][CH2:18][O:13][C:12]=2[CH:11]=[CH:10][C:4]=1[C:5]([O:7][CH2:8][CH3:9])=[O:6])([O-:16])=[O:15] |f:2.3.4|. Procedure details: A mixture of ethyl 3,4-dihydroxy-2-nitrobenzoate (4.97 g, 21.9 mmol), 1,2-dibromoethane (6.70 g, 43.8 mmol), and potassium carbonate (6.04 g, 43.8 mmol) in DMF (100 mL) was stirred at 80° C. overnight. To the reaction mixture was added ice/water (100 mL), and the resulting mixture was extracted with EtOAc (200 mL×2). The extracts were combined and dried, and the solvent removed. The product was purified by silica gel column (10% v/v EtOAc in PE) to give ethyl 5-nitro-2,3-dihydrobenzo[b][1,4]diox... The reactants are O=C([O-])[O-], O=C([O-])O, CN(C)c1cc([N+](=O)[O-])ccc1O, CN(C)C=O, COc1ccc(CCN(C)CCCl)cc1OC, [K+], [K+], [Na+]. Yields the product COc1ccc(CCN(C)CCOc2ccc([N+](=O)[O-])cc2N(C)C)cc1OC. As a reaction SMILES: [C:31](=[O:32])([O-:33])[O-:34].[C:42](=[O:43])([OH:44])[O-:45].[CH3:18][N:19]([CH3:20])[c:21]1[c:22]([OH:30])[cH:23][cH:24][c:25]([N+:27](=[O:28])[O-:29])[cH:26]1.[CH3:37][N:38]([CH3:39])[CH:40]=[O:41].[Cl:1][CH2:2][CH2:3][N:4]([CH3:5])[CH2:6][CH2:7][c:8]1[cH:9][c:10]([O:16][CH3:17])[c:11]([O:14][CH3:15])[cH:12][cH:13]1.[K+:35].[K+:36].[Na+:46]>>[CH2:2]([CH2:3][N:4]([CH3:5])[CH2:6][CH2:7][c:8]1[cH:9][c:10]([O:16][CH3:17])[c:11]([O:14][CH3:15])[cH:12][cH:13]1)[O:30][c:22]1[c:21]([N:19]([CH3:18])[CH3:20])[cH:26][c:25]([N+:27](=[O:28])[O-:29])[cH:24][cH:23]1. Reactants: [H-].[Na+] (sodium hydride), C(CCCCC)O (n-hexanol), FC1=C(CBr)C=C(C=C1)Br (2-fluoro-5-bromobenzyl bromide). Solvent: CN(C=O)C (N,N-dimethylformamide). Yields the product FC1=C(COCCCCCC)C=C(C=C1)Br (1-[2-fluoro-5-bromobenzyloxy]hexane). As a reaction SMILES: [CH2:1]([OH:7])[CH2:2][CH2:3][CH2:4][CH2:5][CH3:6].[H-].[Na+].[F:10][C:11]1[CH:18]=[CH:17][C:16]([Br:19])=[CH:15][C:12]=1[CH2:13]Br>CN(C)C=O>[F:10][C:11]1[CH:18]=[CH:17][C:16]([Br:19])=[CH:15][C:12]=1[CH2:13][O:7][CH2:1][CH2:2][CH2:3][CH2:4][CH2:5][CH3:6] |f:1.2|. Procedure: In a 100 ml flask, under a nitrogen atmosphere, n-hexanol (1.44 ml, 11.5 mmol) was dissolved in N,N-dimethylformamide (35 ml). To this solution sodium hydride (60%, 521 mg, 13.0 mmol) was added and the resulting mixture was stirred for ten minutes. To the reaction mixture 2-fluoro-5-bromobenzyl bromide (2.054, 7.67 mmol) was added and the resulting mixture was stirred at ambient temperature for six hours. The progress of the reaction was monitored by thin layer chromatography. The reaction mixtu...